Dataset: the Open Reaction Database (ORD), a public repository of structured organic reaction records. Task: describe an organic reaction: reactants, conditions, products, and yield The reactants are CC1(C)Oc2cc(CNC=C3C(=O)NC(=O)c4ccc(Br)cc43)cc(O)c2O1, CC(=O)Cl, CN(C)C=O, c1ccncc1. Product: CC(=O)Oc1cc(CNC=C2C(=O)NC(=O)c3ccc(Br)cc32)cc2c1OC(C)(C)O2. As a reaction SMILES: [Br:1][c:2]1[cH:3][c:4]2[c:9]([cH:10][cH:11]1)[C:8](=[O:12])[NH:7][C:6](=[O:13])[C:5]2=[CH:14][NH:15][CH2:16][c:17]1[cH:18][c:19]2[c:20]([c:26]([OH:28])[cH:27]1)[O:21][C:22]([CH3:24])([CH3:25])[O:23]2.[CH3:35][C:36]([Cl:37])=[O:38].[CH3:39][N:40]([CH3:41])[CH:42]=[O:43].[cH:29]1[cH:30][cH:31][n:32][cH:33][cH:34]1>>[Br:1][c:2]1[cH:3][c:4]2[c:9]([cH:10][cH:11]1)[C:8](=[O:12])[NH:7][C:6](=[O:13])[C:5]2=[CH:14][NH:15][CH2:16][c:17]1[cH:18][c:19]2[c:20]([c:26]([O:28][C:36]([CH3:35])=[O:38])[cH:27]1)[O:21][C:22]([CH3:24])([CH3:25])[O:23]2. Reactants: BrC1=C(C(=CC(=C1)F)Br)O (2,6-dibromo-4-fluoro-phenol), C([O-])([O-])=O.[K+].[K+] (potassium carbonate), BrCCCl (1-bromo-2-chloroethane), CC(CC)=O (2-butanone). The solvent is C(C)OCC (diethyl ether). Yields the product ClCCOC1=C(C=C(C=C1Br)F)Br (1-(2-Chloroethoxy)-2,6-dibromo-4-fluorobenzene). The yield is 99.1%. As a reaction SMILES: [Br:1][C:2]1[CH:7]=[C:6]([F:8])[CH:5]=[C:4]([Br:9])[C:3]=1[OH:10].C(=O)([O-])[O-].[K+].[K+].Br[CH2:18][CH2:19][Cl:20].CC(=O)CC>C(OCC)C>[Cl:20][CH2:19][CH2:18][O:10][C:3]1[C:2]([Br:1])=[CH:7][C:6]([F:8])=[CH:5][C:4]=1[Br:9] |f:1.2.3|. Procedure: A mixture of 2,6-dibromo-4-fluoro-phenol (55 g, 0.20 mol), potassium carbonate (60 g, 0.43 mol), 1-bromo-2-chloroethane (32.5 g, 0.23 mol) and 2-butanone (500 mL) was heated to reflux for 2 hours and allowed to cool to ambient temperature. The solids were filtered and the solvent was removed under vacuum to afford an oil. The oil was dissolved in diethyl ether (300 mL) and washed with water, dried over anhydrous magnesium sulfate, charcoalized, and filtered through Solka floc to afford 65.9 g (9... Reactants: C(CCCCCC)C1=CC=C(OCCCN2C(=CC=C2C)C2=CC=C(O[C@@H](C(=O)OCC)CC3=CC=CC=C3)C=C2)C=C1 (ethyl (2R)-2-(4-{l-[3-(4-heptylphenoxy)propyl]-5-methyl-1H-pyrrol-2-yl}phenoxy)-3-phenylpropanoate), [OH-].[K+] (potassium hydroxide), Cl (hydrochloric acid). Run in C1CCOC1 (THF), CO (methanol). Reaction conditions: time 1 hour. The product is C(CCCCCC)C1=CC=C(OCCCN2C(=CC=C2C)C2=CC=C(O[C@@H](C(=O)O)CC3=CC=CC=C3)C=C2)C=C1 ((2R)-2-(4-(1-[3-(4-Heptylphenoxy)propyl]-5-methyl-1H-pyrrol-2-yl}phenoxy)-3-phenylpropanoic acid). Yield: 77.3%. RXN SMILES: [CH2:1]([C:8]1[CH:43]=[CH:42][C:11]([O:12][CH2:13][CH2:14][CH2:15][N:16]2[C:20]([CH3:21])=[CH:19][CH:18]=[C:17]2[C:22]2[CH:41]=[CH:40][C:25]([O:26][C@H:27]([CH2:33][C:34]3[CH:39]=[CH:38][CH:37]=[CH:36][CH:35]=3)[C:28]([O:30]CC)=[O:29])=[CH:24][CH:23]=2)=[CH:10][CH:9]=1)[CH2:2][CH2:3][CH2:4][CH2:5][CH2:6][CH3:7].[OH-].[K+].Cl>C1COCC1.CO>[CH2:1]([C:8]1[CH:9]=[CH:10][C:11]([O:12][CH2:13][CH2:14][CH2:15][N:16]2[C:20]([CH3:21])=[CH:19][CH:18]=[C:17]2[C:22]2[CH:23]=[CH:24][C:25]([O:26][C@H:27]([CH2:33][C:34]3[CH:39]=[CH:38][CH:37]=[CH:36][CH:35]=3)[C:28]([OH:30])=[O:29])=[CH:40][CH:41]=2)=[CH:42][CH:43]=1)[CH2:2][CH2:3][CH2:4][CH2:5][CH2:6][CH3:7] |f:1.2|. Procedure: To a mixed solution of ethyl (2R)-2-(4-{l-[3-(4-heptylphenoxy)propyl]-5-methyl-1H-pyrrol-2-yl}phenoxy)-3-phenylpropanoate (480 mg, 0.825 mmol) in THF (15 ml) and methanol (15 ml) was added 1N aqueous potassium hydroxide solution (3 ml, 3 mmol) and the mixture was stirred for 1 hour at room temperature. The reaction solution was neutralized with 1N hydrochloric acid and extracted with ethyl acetate. The extract was washed with water and dried over magnesium sulfate anhydride and the solvent was r... Reactants: CN(C(=O)C1=CC2=C(N=C(N=C2)NC2=NC=C(C=C2)C=O)N1C1CCCC1)C (7-Cyclopentyl-2-(5-formyl-pyridin-2-ylamino)-7H-pyrrolo[2,3-d]pyrimidine-6-carboxylic acid dimethylamide), C(C)(C)(C)OC(=O)N1C(CNCC1)C (2-methyl-piperazine-1-carboxylic acid tert-butyl ester). The product is C(C)(C)(C)OC(=O)N1C(CN(CC1)CC=1C=NC(=CC1)NC=1N=CC2=C(N1)N(C(=C2)C(N(C)C)=O)C2CCCC2)C (4-[6-(7-cyclopentyl-6-dimethylcarbamoyl-7H-pyrrolo[2,3-d]pyrimidin-2-ylamino)-pyridin-3-ylmethyl]-2-methyl-piperazine-1-carboxylic acid tert-butyl ester), oil. Reaction SMILES: [CH3:1][N:2]([CH3:28])[C:3]([C:5]1[N:22]([CH:23]2[CH2:27][CH2:26][CH2:25][CH2:24]2)[C:8]2[N:9]=[C:10]([NH:13][C:14]3[CH:19]=[CH:18][C:17]([CH:20]=O)=[CH:16][N:15]=3)[N:11]=[CH:12][C:7]=2[CH:6]=1)=[O:4].[C:29]([O:33][C:34]([N:36]1[CH2:41][CH2:40][NH:39][CH2:38][CH:37]1[CH3:42])=[O:35])([CH3:32])([CH3:31])[CH3:30]>>[C:29]([O:33][C:34]([N:36]1[CH2:41][CH2:40][N:39]([CH2:20][C:17]2[CH:16]=[N:15][C:14]([NH:13][C:10]3[N:11]=[CH:12][C:7]4[CH:6]=[C:5]([C:3](=[O:4])[N:2]([CH3:28])[CH3:1])[N:22]([CH:23]5[CH2:24][CH2:25][CH2:26][CH2:27]5)[C:8]=4[N:9]=3)=[CH:19][CH:18]=2)[CH2:38][CH:37]1[CH3:42])=[O:35])([CH3:32])([CH3:30])[CH3:31]. Reported procedure: Following General Procedure C, 7-Cyclopentyl-2-(5-formyl-pyridin-2-ylamino)-7H-pyrrolo[2,3-d]pyrimidine-6-carboxylic acid dimethylamide (0.298 g, 0.788 mmol) and 2-methyl-piperazine-1-carboxylic acid tert-butyl ester (0.316 g, 1.58 mmol) gave 4-[6-(7-cyclopentyl-6-dimethylcarbamoyl-7H-pyrrolo[2,3-d]pyrimidin-2-ylamino)-pyridin-3-ylmethyl]-2-methyl-piperazine-1-carboxylic acid tert-butyl ester a yellowish oil (0.341 g, 77%) [following purification by SiO2 chromatography eluting with 2-6% MeOH/DCM... The reactants are ClCC1=CC=C(C=C1)C=CC1=CC=CC=C1 (4-(chloromethyl)stilbene), C([O-])([O-])=O.[K+].[K+] (potassium carbonate), OC1=C(CCN(CCCCC(=O)OC)CC2=CC=C(C(=O)OC)C=C2)C=CC=C1 (methyl 4-{[(2-hydroxyphenethyl)-(5-methoxy-5-oxopentyl)-amino]methyl}benzoate). Solvent: C(C)#N (acetonitrile). The product is COC(CCCCN(CCC1=C(C=CC=C1)OCC1=CC=C(C=C1)\C=C\C1=CC=CC=C1)CC1=CC=C(C(=O)OC)C=C1)=O (Methyl 4-({(5-methoxy-5-oxopentyl)[2-({4-[(E)-2-phenylethenyl]benzyl}-oxy)phenethyl]amino}methyl)benzoate). Reaction SMILES: [OH:1][C:2]1[CH:29]=[CH:28][CH:27]=[CH:26][C:3]=1[CH2:4][CH2:5][N:6]([CH2:15][C:16]1[CH:25]=[CH:24][C:19]([C:20]([O:22][CH3:23])=[O:21])=[CH:18][CH:17]=1)[CH2:7][CH2:8][CH2:9][CH2:10][C:11]([O:13][CH3:14])=[O:12].Cl[CH2:31][C:32]1[CH:37]=[CH:36][C:35]([CH:38]=[CH:39][C:40]2[CH:45]=[CH:44][CH:43]=[CH:42][CH:41]=2)=[CH:34][CH:33]=1.C(=O)([O-])[O-].[K+].[K+]>C(#N)C>[CH3:14][O:13][C:11](=[O:12])[CH2:10][CH2:9][CH2:8][CH2:7][N:6]([CH2:15][C:16]1[CH:17]=[CH:18][C:19]([C:20]([O:22][CH3:23])=[O:21])=[CH:24][CH:25]=1)[CH2:5][CH2:4][C:3]1[CH:26]=[CH:27][CH:28]=[CH:29][C:2]=1[O:1][CH2:31][C:32]1[CH:37]=[CH:36][C:35](/[CH:38]=[CH:39]/[C:40]2[CH:45]=[CH:44][CH:43]=[CH:42][CH:41]=2)=[CH:34][CH:33]=1 |f:2.3.4|. Procedure: 1.0 g (2.50 mmol) of methyl 4-{[(2-hydroxyphenethyl)-(5-methoxy-5-oxopentyl)-amino]methyl}benzoate from Ex. 1, 0.687 g (3.00 mmol) of 4-(chloromethyl)stilbene and 0.520 g (3.75 mmol) of potassium carbonate in 10.0 ml of acetonitrile are heated at reflux for 18 hours. The solution is filtered and the solvent is distilled off under reduced pressure. The crude product is purified by chromatography over silica gel using the mobile phase cyclohexane/ethyl acetate 4/1. Starting materials: C(C)(C)(C)N1SC(C(=C1)CCCC)=N (2-tert-butyl-4-butylisothiazol-5(2H)-imine), C(C1(C)C(C)(C)C(C(=O)O)CC1)(=O)O ((+) camphoric acid), N (ammonia). The solvent is CO (methanol). The product is C(CCC)C/1=CN(S\C1=N/C(=O)[C@@H]1C([C@@](CC1)(C(=O)N)C)(C)C)C(C)(C)C ((1R,3S)—N3-[(5Z)-4-butyl-2-tert-butylisothiazol-5(2H)-ylidene]-1,2,2-trimethylcyclopentane-1,3-dicarboxamide). RXN SMILES: [C:1]([N:5]1[CH:9]=[C:8]([CH2:10][CH2:11][CH2:12][CH3:13])[C:7](=[NH:14])[S:6]1)([CH3:4])([CH3:3])[CH3:2].[C:15]([OH:28])(=O)[C:16]1([CH2:26][CH2:25][CH:21]([C:22](O)=[O:23])[C:18]1([CH3:20])[CH3:19])[CH3:17].[NH3:29]>CO>[CH2:10]([C:8]1=[CH:9][N:5]([C:1]([CH3:4])([CH3:3])[CH3:2])[S:6]/[C:7]/1=[N:14]\[C:22]([C@H:21]1[CH2:25][CH2:26][C@@:16]([CH3:17])([C:15]([NH2:29])=[O:28])[C:18]1([CH3:20])[CH3:19])=[O:23])[CH2:11][CH2:12][CH3:13]. Procedure details: The product from Example 92B and the (+) camphoric acid (Aldrich) were processed using the method described in Example 170 except that the methanol used to trap the intermediate was saturated with ammonia solution instead of methanol to afford the title compound. 1H NMR (DMSO-d6) δ 0.50 (s, 3H), 0.90 (t, J=7.2 Hz, 3H), 1.19 (s, 3H), 1.23-1.44 (m, 3H), 1.26 (s, 3H), 1.57 (s, 9H), 1.57-1.71 (m, 3H), 1.93-2.06 (m, 1H), 2.71-2.82 (m, 1H), 2.62-2.69 (m, 3H), 7.01 (s, 1H), 6.75 (s, 1H), 8.50 (s, 1H). ... Starting materials: CC(C)(C)OC(=O)C1(c2ccc(Br)cc2)CC1, O=C([O-])[O-], CCOC(C)=O, Cc1ccccc1, NC1CCCCC1N, [Cu]I, [K+], [K+], O=C1NCCO1. Yields the product CC(C)(C)OC(=O)C1(c2ccc(N3CCOC3=O)cc2)CC1. As a reaction SMILES: [Br:1][c:2]1[cH:3][cH:4][c:5]([C:8]2([C:11](=[O:12])[O:13][C:14]([CH3:15])([CH3:16])[CH3:17])[CH2:9][CH2:10]2)[cH:6][cH:7]1.[C:32](=[O:33])([O-:34])[O-:35].[CH3:40][CH2:41][O:42][C:43](=[O:44])[CH3:45].[CH3:46][c:47]1[cH:48][cH:49][cH:50][cH:51][cH:52]1.[CH:24]1([NH2:25])[CH2:26][CH2:27][CH2:28][CH2:29][CH:30]1[NH2:31].[Cu:38][I:39].[K+:36].[K+:37].[O:18]=[C:19]1[O:20][CH2:21][CH2:22][NH:23]1>>[c:2]1([N:23]2[C:19](=[O:18])[O:20][CH2:21][CH2:22]2)[cH:3][cH:4][c:5]([C:8]2([C:11](=[O:12])[O:13][C:14]([CH3:15])([CH3:16])[CH3:17])[CH2:9][CH2:10]2)[cH:6][cH:7]1. The reactants are CI (methyl iodide), CI (MeI), C1(CCCCC1)[C@](C(=O)O)(C1=CC=CC=C1)O ((R)-α-cyclohexyl-α-hydroxybenzeneacetic acid), C(=O)([O-])[O-].[K+].[K+] (K2CO3). Run in CC(=O)C (acetone), O (water). Run at time 8 hour. The product is C1(CCCCC1)[C@](C(=O)OC)(C1=CC=CC=C1)O (Methyl (R)-α-cyclohexyl-α-hydroxybenzeneacetate). The yield is 92.0%. Reaction SMILES: [CH:1]1([C@@:7]([OH:17])([C:11]2[CH:16]=[CH:15][CH:14]=[CH:13][CH:12]=2)[C:8]([OH:10])=[O:9])[CH2:6][CH2:5][CH2:4][CH2:3][CH2:2]1.[C:18]([O-])([O-])=O.[K+].[K+].CI>CC(C)=O.O>[CH:11]1([C@@:7]([OH:17])([C:1]2[CH:6]=[CH:5][CH:4]=[CH:3][CH:2]=2)[C:8]([O:10][CH3:18])=[O:9])[CH2:12][CH2:13][CH2:14][CH2:15][CH2:16]1 |f:1.2.3|. Procedure details: To a mixture of (R)-α-cyclohexyl-α-hydroxybenzeneacetic acid (III) (12.2 g, 52.1 mmol) and K2CO3 (10.8 g, 78.2 mmol) in 100 mL of acetone was added methyl iodide (MeI) (13.0 mL, 208 mmol) dropwise at 0° C. (ice bath). After the addition (ca. 1 h) of MeI, the reaction mixture was stirred at room temperature overnight. The mixture was filtered through a pad of Celite and rinsed with acetone twice. The filtrate was concentrated to give a white slurry which was diluted with water and extracted with ... Reactants: NC1=C(C=C(C=C1)C(C(=O)OCC)C(=O)OCC)F (Diethyl (4-amino-3-fluorophenyl)propanedioate), [OH-].[Na+] (NaOH). The solvent is C(C)O (ethanol), O (water). Run at temperature 90 celsius. Product: NC1=C(C=C(C=C1)CC(=O)OCC)F (Ethyl (4-amino-3-fluorophenyl)acetate). As a reaction SMILES: [NH2:1][C:2]1[CH:7]=[CH:6][C:5]([CH:8](C(OCC)=O)[C:9]([O:11][CH2:12][CH3:13])=[O:10])=[CH:4][C:3]=1[F:19].[OH-].[Na+]>C(O)C.O>[NH2:1][C:2]1[CH:7]=[CH:6][C:5]([CH2:8][C:9]([O:11][CH2:12][CH3:13])=[O:10])=[CH:4][C:3]=1[F:19] |f:1.2|. Procedure: Diethyl (4-amino-3-fluorophenyl)propanedioate (11.85 g, 44.1 mmol) was dissolved in ethanol (80 ml) and treated with NaOH (2.6 g, 1.5 eq) dissolved in 18 ml of water to give a pink solution. This was heated to 90° C. for 1 hour until complete. Heating continued for 1 further hour, and then cooled to room temperature. Solvent evaporated and acidified with 2N HCl. Extracted with ethyl acetate (3×100 ml). Organics washed with brine and dried over MgSO4. Evaporated to give the title compound as a ye...